describe an organic reaction: reactants, conditions, products, and yield From a dataset of the Open Reaction Database (ORD), a public repository of structured organic reaction records. Reactants: C(=O)(OC)C1=CC=CC=2C=COC21 (7-Carbomethoxybenzofuran), C(=O)([O-])[O-].[K+].[K+] (K2CO3). The solvent is CO (methanol). Run at time 24 hour. Yields the product O1C=CC2=C1C(=CC=C2)C(=O)O (7-Benzofuranylcarboxylic acid). The yield is 93.4%. Reaction SMILES: [C:1]([C:5]1[C:13]2[O:12][CH:11]=[CH:10][C:9]=2[CH:8]=[CH:7][CH:6]=1)([O:3]C)=[O:2].C([O-])([O-])=O.[K+].[K+]>CO>[O:12]1[C:13]2[C:5]([C:1]([OH:3])=[O:2])=[CH:6][CH:7]=[CH:8][C:9]=2[CH:10]=[CH:11]1 |f:1.2.3|. Procedure: A mixture of 0.25 g (0.99 mmol) of 7-Carbomethoxybenzofuran and 0.1 mL of K2CO3 (1N in water) in 6 mL of methanol was stirred at it for 24 h. The reaction mixture was filtered and the filtrate was concentrated. The residue was purified by chromatography (silica, hexanes: ethyl acetate, 4:1, then ethyl acetate: methanol, 9:1) to give 0.15 g of the title compound. The reactants are CN1CCOCC1 (N-methylmorpholine), ClC=1C=C(C2=C(N1)N(N=C2C)C2CC2)C(=O)O (6-chloro-1-cyclopropyl-3-methyl-1H-pyrazolo[3,4-b]pyridine-4-carboxylic acid), C(CCl)Cl (EDC), NCC=1C(NC(=CC1C)C)=O (3-(aminomethyl)-4,6-dimethyl-2(1H)-pyridinone), ON1N=NC2=C1N=CC=C2 (1-hydroxy-7-azabenzotriazole). Run in O (water), CS(=O)C (Dimethyl Sulfoxide). Reaction conditions: time 16 hour. Product: ClC=1C=C(C2=C(N1)N(N=C2C)C2CC2)C(=O)NCC=2C(NC(=CC2C)C)=O (6-chloro-1-cyclopropyl-N-[(4,6-dimethyl-2-oxo-1,2-dihydro-3-pyridinyl)methyl]-3-methyl-1H-pyrazolo[3,4-b]pyridine-4-carboxamide). Reaction SMILES: [Cl:1][C:2]1[CH:3]=[C:4]([C:15]([OH:17])=O)[C:5]2[C:10]([CH3:11])=[N:9][N:8]([CH:12]3[CH2:14][CH2:13]3)[C:6]=2[N:7]=1.[NH2:18][CH2:19][C:20]1[C:21](=[O:28])[NH:22][C:23]([CH3:27])=[CH:24][C:25]=1[CH3:26].ON1C2N=CC=CC=2N=N1.C(Cl)CCl.CN1CCOCC1>CS(C)=O.O>[Cl:1][C:2]1[CH:3]=[C:4]([C:15]([NH:18][CH2:19][C:20]2[C:21](=[O:28])[NH:22][C:23]([CH3:27])=[CH:24][C:25]=2[CH3:26])=[O:17])[C:5]2[C:10]([CH3:11])=[N:9][N:8]([CH:12]3[CH2:13][CH2:14]3)[C:6]=2[N:7]=1. Procedure details: 6-chloro-1-cyclopropyl-3-methyl-1H-pyrazolo[3,4-b]pyridine-4-carboxylic acid (297 mg, 1.180 mmol), 3-(aminomethyl)-4,6-dimethyl-2(1H)-pyridinone (289 mg, 1.534 mmol), 1-hydroxy-7-azabenzotriazole (321 mg, 2.360 mmol), EDC (452 mg, 2.360 mmol) and N-methylmorpholine (0.519 mL, 4.72 mmol) were suspended in Dimethyl Sulfoxide (DMSO) (10 mL) and stirred at room temperature for 16 hours. Added 25 mL of water and let stir for 10 minutes. The contents were filtered and dried. The product was collected ... Starting materials: [OH-].[K+] (potassium hydroxide), OC(CC)(C=1C=NC=C(C1)OCC1=CC2=CC=CC=C2C=C1)C=1SC=CN1 (2-[1-hydroxy-1-[5-(naphth-2-ylmethoxy)pyrid-3-yl]propyl]thiazole), CI (Methyl iodide). The solvent is CS(=O)C (dimethylsulphoxide). Conditions: time 5 minute. Yields the product COC(CC)(C=1C=NC=C(C1)OCC1=CC2=CC=CC=C2C=C1)C=1SC=CN1 (2-[1-methoxy-1-[5-(naphth-2-ylmethoxy)pyrid-3-yl]propyl]thiazole). Isolated yield 62.0%. As a reaction SMILES: [OH-].[K+].[OH:3][C:4]([C:25]1[S:26][CH:27]=[CH:28][N:29]=1)([C:7]1[CH:8]=[N:9][CH:10]=[C:11]([O:13][CH2:14][C:15]2[CH:24]=[CH:23][C:22]3[C:17](=[CH:18][CH:19]=[CH:20][CH:21]=3)[CH:16]=2)[CH:12]=1)[CH2:5][CH3:6].[CH3:30]I>CS(C)=O>[CH3:30][O:3][C:4]([C:25]1[S:26][CH:27]=[CH:28][N:29]=1)([C:7]1[CH:8]=[N:9][CH:10]=[C:11]([O:13][CH2:14][C:15]2[CH:24]=[CH:23][C:22]3[C:17](=[CH:18][CH:19]=[CH:20][CH:21]=3)[CH:16]=2)[CH:12]=1)[CH2:5][CH3:6] |f:0.1|. Procedure details: Powdered potassium hydroxide (0.155 g) was added to a solution of 2-[1-hydroxy-1-[5-(naphth-2-ylmethoxy)pyrid-3-yl]propyl]thiazole (0.218 g) in dimethylsulphoxide (2 ml) and the mixture was stirred at ambient temperature for 5 minutes. Methyl iodide (0.073 ml) was added and the mixture was stirred at ambient temperature for 30 minutes. The mixture was partitioned between water and methylene chloride (3×20 ml). The organic extracts were combined, dried (Na2SO4) and evaporated. The residue was pur... Reactants: FC1=C(C=C(C=C1)F)C1=COC2=C1C=C(C=C2)C2=NN=C(O2)S (5-[3-(2,5-difluorophenyl)-1-benzofuran-5-yl]-1,3,4-oxadiazole-2-thiol), IC (iodomethane). The product is FC1=C(C=C(C=C1)F)C1=COC2=C1C=C(C=C2)C=2OC(=NN2)SC (2-[3-(2,5-difluorophenyl)-1-benzofuran-5-yl]-5-(methylthio)-1,3,4-oxadiazole). Yield: 89.0%. Reaction SMILES: [F:1][C:2]1[CH:7]=[CH:6][C:5]([F:8])=[CH:4][C:3]=1[C:9]1[C:13]2[CH:14]=[C:15]([C:18]3[O:22][C:21]([SH:23])=[N:20][N:19]=3)[CH:16]=[CH:17][C:12]=2[O:11][CH:10]=1.I[CH3:25]>>[F:1][C:2]1[CH:7]=[CH:6][C:5]([F:8])=[CH:4][C:3]=1[C:9]1[C:13]2[CH:14]=[C:15]([C:18]3[O:22][C:21]([S:23][CH3:25])=[N:20][N:19]=3)[CH:16]=[CH:17][C:12]=2[O:11][CH:10]=1. Procedure details: In the same manner as in Example 7 and using 5-[3-(2,5-difluorophenyl)-1-benzofuran-5-yl]-1,3,4-oxadiazole-2-thiol instead of 5-(1H-indazol-5-yl)-1,3,4-oxadiazole-2-thiol and using iodomethane instead of 3-(trifluoromethyl)benzyl chloride, the title compound (yield 89%) was obtained as colorless crystals. The reactants are COC(CC1C(CCCCCCCCCC1)=O)=O (2-Oxocyclododec-1-yl-acetic acid methyl ester), [BH4-].[Na+] (sodium borohydride), O (water). Run in C(C)(C)O (isopropanol). Run at temperature 60 celsius, time 30 minute. Product: OCCC1C(CCCCCCCCCC1)O (2-(2-Hydroxyethyl)-cyclododecanol). The yield is 84.4%. As a reaction SMILES: C[O:2][C:3](=O)[CH2:4][CH:5]1[CH2:16][CH2:15][CH2:14][CH2:13][CH2:12][CH2:11][CH2:10][CH2:9][CH2:8][CH2:7][C:6]1=[O:17].[BH4-].[Na+].O>C(O)(C)C>[OH:2][CH2:3][CH2:4][CH:5]1[CH2:16][CH2:15][CH2:14][CH2:13][CH2:12][CH2:11][CH2:10][CH2:9][CH2:8][CH2:7][CH:6]1[OH:17] |f:1.2|. Procedure: The crude ketoester (IX) from step 4 (approximately 180 gm; 0.7 mol) was refluxed for 8 hours with agitation under nitrogen with 74 gm (1.96 mol) of sodium borohydride in 1250 ml of isopropanol. After addition of 150 ml of water, the mixture was agitated for 30 minutes at 60° C., and any sodium borohydride remaining was destroyed by the addition of 100 ml of acetone with good cooling. After agitation for another 30 minutes, the isopropanol was distilled off with the simultaneous addition of 200 ... The reactants are CCCCO, C1CNCCN1, Fc1cccnc1Cl. The product is Fc1cccnc1N1CCNCC1. As a reaction SMILES: [CH2:15]([OH:16])[CH2:17][CH2:18][CH3:19].[CH2:9]1[CH2:10][NH:11][CH2:12][CH2:13][NH:14]1.[Cl:1][c:2]1[n:3][cH:4][cH:5][cH:6][c:7]1[F:8]>>[c:2]1([N:11]2[CH2:10][CH2:9][NH:14][CH2:13][CH2:12]2)[n:3][cH:4][cH:5][cH:6][c:7]1[F:8]. Starting materials: [BH3-]C#N.[Na+] (NaBH3CN), O (H2O), C(C)(C)(C)OC(=O)N1[C@@H](C[C@H](C1)NC(=O)C=1SC(=CC1)Cl)C=O ((2S,4R)-4-[(5-chloro-thiophene-2-carbonyl)-amino]-2-formyl-pyrrolidine-1-carboxylic acid tert-butyl ester), FC(CN)F (2,2-difluorethyl amine). Reagents/catalysts: CC(C)[O-].CC(C)[O-].CC(C)[O-].CC(C)[O-].[Ti+4] (tetraisopropyl orthotitanate). The solvent is C(C)O (ethanol). Conditions: time 1 hour. The product is C(C)(C)(C)OC(=O)N1[C@@H](C[C@H](C1)NC(=O)C=1SC(=CC1)Cl)CNCC(F)F ((2S,4R)-4-[(5-chloro-thiophene-2-carbonyl)-amino]-2-[(2,2-difluoro-ethylamino)-methyl]-pyrrolidine-1-carboxylic acid tert-butyl ester). Yield: 44.4%. Reaction SMILES: [C:1]([O:5][C:6]([N:8]1[CH2:12][C@H:11]([NH:13][C:14]([C:16]2[S:17][C:18]([Cl:21])=[CH:19][CH:20]=2)=[O:15])[CH2:10][C@H:9]1[CH:22]=O)=[O:7])([CH3:4])([CH3:3])[CH3:2].[F:24][CH:25]([F:28])[CH2:26][NH2:27].[BH3-]C#N.[Na+].O>C(O)C.CC([O-])C.CC([O-])C.CC([O-])C.CC([O-])C.[Ti+4]>[C:1]([O:5][C:6]([N:8]1[CH2:12][C@H:11]([NH:13][C:14]([C:16]2[S:17][C:18]([Cl:21])=[CH:19][CH:20]=2)=[O:15])[CH2:10][C@H:9]1[CH2:22][NH:27][CH2:26][CH:25]([F:28])[F:24])=[O:7])([CH3:2])([CH3:3])[CH3:4] |f:2.3,6.7.8.9.10|. Procedure details: 89.2 A mixture of 200 mg (2S,4R)-4-[(5-chloro-thiophene-2-carbonyl)-amino]-2-formyl-pyrrolidine-1-carboxylic acid tert-butyl ester, 90 mg 2,2-difluorethyl amine (solution in 1 ml THF) and 0.33 ml tetraisopropyl orthotitanate was stirred at r.t. for 1 h 30. The mixture was diluted with 1.5 ml ethanol and 35 mg NaBH3CN was added. Stirring at r.t. was continued for 18 h. Then, 0.5 ml H2O was added and stirring was continued for 30 min. The mixture was concentrated. The crude product was purified by...